This data is from the Open Reaction Database (ORD), a public repository of structured organic reaction records. The task is: describe an organic reaction: reactants, conditions, products, and yield Starting materials: CSc1nc2c(C(=O)O)cccc2o1, Cl, Cl, NC1CN2CCC1CC2. The product is CSc1nc2c(C(=O)NC3CN4CCC3CC4)cccc2o1. Reaction SMILES: [CH3:1][S:2][c:3]1[o:4][c:5]2[c:6]([n:7]1)[c:8]([C:12](=[O:13])[OH:14])[cH:9][cH:10][cH:11]2.[ClH:15].[ClH:16].[NH2:17][CH:18]1[CH2:19][N:20]2[CH2:21][CH2:22][CH:23]1[CH2:24][CH2:25]2>>[CH3:1][S:2][c:3]1[o:4][c:5]2[c:6]([n:7]1)[c:8]([C:12](=[O:14])[NH:17][CH:18]1[CH2:19][N:20]3[CH2:21][CH2:22][CH:23]1[CH2:24][CH2:25]3)[cH:9][cH:10][cH:11]2. Starting materials: COC(=O)C1(CCC1)SC1=C(C=C(C(=C1)N=C=S)F)Cl (1-(2-chloro-4-fluoro-5-isothiocyanato-phenylthio)-cyclobutanecarboxylic acid methyl ester), N1NCCCC1 (hexahydropyridazine). The solvent is C(C)O (ethanol), C(C)O (ethanol). Product: COC(=O)C1(CCC1)SC1=C(C=C(C(=C1)NC(=S)N1NCCCC1)F)Cl (1-[2-chloro-4-fluoro-5-(1-hexahydropyridazinyl-thiocarbonylamino)-phenylthio]-cyclobutanecarboxylic acid methyl ester). Isolated yield 65.5%. Reaction SMILES: [CH3:1][O:2][C:3]([C:5]1([S:9][C:10]2[CH:15]=[C:14]([N:16]=[C:17]=[S:18])[C:13]([F:19])=[CH:12][C:11]=2[Cl:20])[CH2:8][CH2:7][CH2:6]1)=[O:4].[NH:21]1[CH2:26][CH2:25][CH2:24][CH2:23][NH:22]1>C(O)C>[CH3:1][O:2][C:3]([C:5]1([S:9][C:10]2[CH:15]=[C:14]([NH:16][C:17]([N:21]3[CH2:26][CH2:25][CH2:24][CH2:23][NH:22]3)=[S:18])[C:13]([F:19])=[CH:12][C:11]=2[Cl:20])[CH2:6][CH2:7][CH2:8]1)=[O:4]. Procedure: While stirring at room temperature, a solution of 13.1 g of 1-(2-chloro-4-fluoro-5-isothiocyanato-phenylthio)-cyclobutanecarboxylic acid methyl ester obtained in accordance with Example P2 in 200 ml of ethanol is added dropwise to a solution of 4 g of hexahydropyridazine in 30 ml of ethanol. After stirring for 3 hours at room temperature, the reaction mixture is concentrated by evaporation in vacuo, yielding 10.8 g of 1-[2-chloro-4-fluoro-5-(1-hexahydropyridazinyl-thiocarbonylamino)-phenylthio]-... The reactants are COC(CC1(OCC(C2=C1NC1=CC=CC=C21)O)CC)=O (1-ethyl-4-hydroxyl-1,3,4,9-tetrahydropyrano[3,4-b]indole-1-acetic acid methyl ester), [Br-].[Mg+2].[Br-] (magnesium bromide). Reagents/catalysts: Cl[Ti](Cl)(Cl)Cl (TiCl4). The solvent is C(Cl)Cl (methylene chloride), CCOCC (ether). Reaction conditions: temperature -78 celsius. Product: COC(CC1(OCC(C2=C1NC1=CC=CC=C21)CC2=CC=CC=C2)CC)=O (4-Benzyl-1-ethyl-1,3,4,9-tetrahydropyrano[3,4-b]indole-1-acetic Acid Methyl Ester). Yield: 102.4%. As a reaction SMILES: [CH3:1][O:2][C:3](=[O:21])[CH2:4][C:5]1([CH2:19][CH3:20])[C:10]2[NH:11][C:12]3[C:17]([C:9]=2[CH:8](O)[CH2:7][O:6]1)=[CH:16][CH:15]=[CH:14][CH:13]=3.[Br-].[Mg+2].[Br-]>C(Cl)Cl.CCOCC.Cl[Ti](Cl)(Cl)Cl>[CH3:1][O:2][C:3](=[O:21])[CH2:4][C:5]1([CH2:19][CH3:20])[C:10]2[NH:11][C:12]3[C:17]([C:9]=2[CH:8]([CH2:9][C:17]2[CH:12]=[CH:13][CH:14]=[CH:15][CH:16]=2)[CH2:7][O:6]1)=[CH:16][CH:15]=[CH:14][CH:13]=3 |f:1.2.3|. Procedure details: To a solution of 1-ethyl-4-hydroxyl-1,3,4,9-tetrahydropyrano[3,4-b]indole-1-acetic acid methyl ester (1 g, 3.6 mmol) in 60 mL of dry methylene chloride at -78° C. under nitrogen was added TiCl4 in one portion and then after ~10 minutes, a solution of banzyl magnesium bromide in ether was added in one portion and the reaction mixture was allowed to stir at -78° C. for ~30 minutes. The reacton was quenched with methanol (3 mL) at -78° C. and then poured into water (10 mL). The two layers were sepa... The reactants are O=C([O-])[O-], CC#N, CCOP(=O)(Cl)c1c(Cl)cc(Cl)cc1Cl, [K+], [K+], O=c1c2ccccc2oc2c(O)cccc12. Product: CCOP(=O)(Oc1cccc2c(=O)c3ccccc3oc12)c1c(Cl)cc(Cl)cc1Cl. Reaction SMILES: [C:17](=[O:18])([O-:19])[O-:20].[CH3:38][C:39]#[N:40].[Cl:23][c:24]1[c:25]([P:32]([O:33][CH2:34][CH3:35])(=[O:36])[Cl:37])[c:26]([Cl:31])[cH:27][c:28]([Cl:30])[cH:29]1.[K+:21].[K+:22].[OH:1][c:2]1[cH:3][cH:4][cH:5][c:6]2[c:7](=[O:16])[c:8]3[cH:9][cH:10][cH:11][cH:12][c:13]3[o:14][c:15]12>>[O:1]([c:2]1[cH:3][cH:4][cH:5][c:6]2[c:7](=[O:16])[c:8]3[cH:9][cH:10][cH:11][cH:12][c:13]3[o:14][c:15]12)[P:32]([c:25]1[c:24]([Cl:23])[cH:29][c:28]([Cl:30])[cH:27][c:26]1[Cl:31])([O:33][CH2:34][CH3:35])=[O:36]. The product is CC(C)(C)OC(=O)NC1CCc2ccc(CN)cc2C1Cc1ccc(Cl)c(Cl)c1. Reaction SMILES: [C:1](#[N:2])[c:3]1[cH:4][cH:5][c:6]2[c:11]([cH:12]1)[CH:10]([CH2:13][c:14]1[cH:15][c:16]([Cl:21])[c:17]([Cl:20])[cH:18][cH:19]1)[CH:9]([NH:22][C:23]([O:24][C:25]([CH3:26])([CH3:27])[CH3:28])=[O:29])[CH2:8][CH2:7]2.[CH3:32][OH:33].[H:30][H:31]>>[CH2:1]([NH2:2])[c:3]1[cH:4][cH:5][c:6]2[c:11]([cH:12]1)[CH:10]([CH2:13][c:14]1[cH:15][c:16]([Cl:21])[c:17]([Cl:20])[cH:18][cH:19]1)[CH:9]([NH:22][C:23]([O:24][C:25]([CH3:26])([CH3:27])[CH3:28])=[O:29])[CH2:8][CH2:7]2. Starting materials: CC(C)(C)OC(=O)NC1CCc2ccc(C#N)cc2C1Cc1ccc(Cl)c(Cl)c1, CO, [H][H]. Starting materials: OC(CN1C(N=C(C2=CC(=CC=C12)OCC#C)C1=CC=C(C=C1)C(C)C)=O)C1=CC=CC=C1 (1-(2-hydroxy-2-phenyl-ethyl)-4-(4-isopropyl-phenyl)-6-prop-2-ynyloxy-1H-quinazolin-2-one), C(C)(=O)OC(C)=O (acetic anhydride), [OH-].[Na+] (NaOH). Product: C(C)(C)C1=CC=C(C=C1)C1=NC(N(C2=CC=C(C=C12)OCC#C)CC(C1=CC=CC=C1)OC(C)=O)=O (Acetic acid 2-[4-(4-isopropyl-phenyl)-2-oxo-6-prop-2-ynyloxy-2H-quinazolin-1-yl]-1-phenyl-ethyl ester). As a reaction SMILES: [OH:1][CH:2]([C:28]1[CH:33]=[CH:32][CH:31]=[CH:30][CH:29]=1)[CH2:3][N:4]1[C:13]2[C:8](=[CH:9][C:10]([O:14][CH2:15][C:16]#[CH:17])=[CH:11][CH:12]=2)[C:7]([C:18]2[CH:23]=[CH:22][C:21]([CH:24]([CH3:26])[CH3:25])=[CH:20][CH:19]=2)=[N:6][C:5]1=[O:27].[OH-].[Na+].[C:36](OC(=O)C)(=[O:38])[CH3:37]>>[CH:24]([C:21]1[CH:20]=[CH:19][C:18]([C:7]2[C:8]3[C:13](=[CH:12][CH:11]=[C:10]([O:14][CH2:15][C:16]#[CH:17])[CH:9]=3)[N:4]([CH2:3][CH:2]([O:1][C:36](=[O:38])[CH3:37])[C:28]3[CH:29]=[CH:30][CH:31]=[CH:32][CH:33]=3)[C:5](=[O:27])[N:6]=2)=[CH:23][CH:22]=1)([CH3:26])[CH3:25] |f:1.2|. Procedure: A solution of 100 mg (0.228 mmol) 1-(2-hydroxy-2-phenyl-ethyl)-4-(4-isopropyl-phenyl)-6-prop-2-ynyloxy-1H-quinazolin-2-one in 1 ml acetic anhydride is heated at 100° C. for 18 h. The reaction mixture is poured onto 1 M aqueous NaOH and extracted with ether. The product is purified by preparative reversed phase HPLC. Starting materials: ClC1=CC(=C(N)C=C1[N+](=O)[O-])F (4-chloro-2-fluoro-5-nitroaniline), CN(C=1OC(C=C(N1)C(F)(F)F)=O)C (2-dimethylamino-4-(trifluoromethyl)-6H-1,3-oxazin-6-one). Run in C(C)(=O)O (acetic acid). The product is ClC1=CC(=C(C=C1[N+](=O)[O-])N1C(NC(=CC1=O)C(F)(F)F)=O)F (3-(4-chloro-2-fluoro-5-nitrophenyl)-6-(trifluoromethyl)-2,4(1H,3H)-pyrimidinedione). Yield: 80.6%. Reaction SMILES: [Cl:1][C:2]1[C:8]([N+:9]([O-:11])=[O:10])=[CH:7][C:5]([NH2:6])=[C:4]([F:12])[CH:3]=1.CN(C)[C:15]1[O:16][C:17](=[O:25])[CH:18]=[C:19]([C:21]([F:24])([F:23])[F:22])[N:20]=1>C(O)(=O)C>[Cl:1][C:2]1[C:8]([N+:9]([O-:11])=[O:10])=[CH:7][C:5]([N:6]2[C:17](=[O:25])[CH:18]=[C:19]([C:21]([F:24])([F:23])[F:22])[NH:20][C:15]2=[O:16])=[C:4]([F:12])[CH:3]=1. Reported procedure: A solution of 4-chloro-2-fluoro-5-nitroaniline (5.0 g, 26.3 mmol) and 2-dimethylamino-4-(trifluoromethyl)-6H-1,3-oxazin-6-one (5.73 g, 27.6 mmnol) in acetic acid is refluxed for 4 hours and poured onto ice. The resultant aqueous mixture is filtered to obtain a solid. The solid is washed with water and air-dried to give the title product as a beige solid (7.5 g, 81% yield, mp 230-232° C.) which is identified by 1H, 13C and 19F NMR spectral analyses.